This data is from the Open Reaction Database (ORD), a public repository of structured organic reaction records. The task is: describe an organic reaction: reactants, conditions, products, and yield The reactants are O=C([O-])[O-], CCOC(=O)CNc1cc(C2CCCN(C(=O)c3sc(-c4ccc(C(F)(F)F)cc4)nc3C)C2)ccc1C, CO, [K+], [K+], O. The product is Cc1ccc(C2CCCN(C(=O)c3sc(-c4ccc(C(F)(F)F)cc4)nc3C)C2)cc1NCC(=O)O. As a reaction SMILES: [C:39](=[O:40])([O-:41])[O-:42].[CH2:1]([CH3:2])[O:3][C:4]([CH2:5][NH:6][c:7]1[c:8]([CH3:37])[cH:9][cH:10][c:11]([CH:13]2[CH2:14][N:15]([C:19](=[O:20])[c:21]3[c:22]([CH3:36])[n:23][c:24](-[c:26]4[cH:27][cH:28][c:29]([C:32]([F:33])([F:34])[F:35])[cH:30][cH:31]4)[s:25]3)[CH2:16][CH2:17][CH2:18]2)[cH:12]1)=[O:38].[CH3:45][OH:46].[K+:43].[K+:44].[OH2:47]>>[O:3]=[C:4]([CH2:5][NH:6][c:7]1[c:8]([CH3:37])[cH:9][cH:10][c:11]([CH:13]2[CH2:14][N:15]([C:19](=[O:20])[c:21]3[c:22]([CH3:36])[n:23][c:24](-[c:26]4[cH:27][cH:28][c:29]([C:32]([F:33])([F:34])[F:35])[cH:30][cH:31]4)[s:25]3)[CH2:16][CH2:17][CH2:18]2)[cH:12]1)[OH:38]. Reactants: C1(=CC=CC=C1)OC(NC=1C(=NC(=C(C1)CC)C)OC)=O (Phenyl-N-(5-ethyl-2-methoxy-6-methylpyridin-3-yl)carbamate), O(C1=CC=CC=C1)C=1C=C(C=CC1)N1CCNCC1 (1-(3-phenoxyphenyl)piperazine). The product is C(C)C=1C=C(C(=NC1C)OC)NC(=O)N1CCN(CC1)C1=CC(=CC=C1)OC1=CC=CC=C1 (1-[(5-ethyl-2-methoxy-6-methylpyridin-3-yl)aminocarbonyl]-4-(3-phenoxyphenyl)piperazine). The yield is 72.0%. As a reaction SMILES: C1(O[C:8](=[O:21])[NH:9][C:10]2[C:11]([O:19][CH3:20])=[N:12][C:13]([CH3:18])=[C:14]([CH2:16][CH3:17])[CH:15]=2)C=CC=CC=1.[O:22]([C:29]1[CH:30]=[C:31]([N:35]2[CH2:40][CH2:39][NH:38][CH2:37][CH2:36]2)[CH:32]=[CH:33][CH:34]=1)[C:23]1[CH:28]=[CH:27][CH:26]=[CH:25][CH:24]=1>>[CH2:16]([C:14]1[CH:15]=[C:10]([NH:9][C:8]([N:38]2[CH2:39][CH2:40][N:35]([C:31]3[CH:32]=[CH:33][CH:34]=[C:29]([O:22][C:23]4[CH:24]=[CH:25][CH:26]=[CH:27][CH:28]=4)[CH:30]=3)[CH2:36][CH2:37]2)=[O:21])[C:11]([O:19][CH3:20])=[N:12][C:13]=1[CH3:18])[CH3:17]. Procedure details: Phenyl-N-(5-ethyl-2-methoxy-6-methylpyridin-3-yl)carbamate and 1-(3-phenoxyphenyl)piperazine were reacted by the same way with the example 1 to obtain the titled compound.